describe an organic reaction: reactants, conditions, products, and yield From a dataset of the Open Reaction Database (ORD), a public repository of structured organic reaction records. Starting materials: NC=1SC=C(N1)C(C(=O)N[C@H]1[C@H]2SCC(=C(N2C1=O)C(=O)O)CSC1=NC=NC=C1C1=CC(=C(C=C1)O)O)=O ((6R,7R)-7-(2-Amino-4-thiazoleglyoxylamido)-3-[[[5-(3,4dihydroxyphenyl)-4-pyrimidinyl]thio]methyl]-8-oxo-5-thia-1-azabicyclo[4.2.0]oct-2-ene-2-carboxylic acid), Cl.NOC(C(=O)NO)(C)C (2-(aminooxy)-N-hydroxy-2-methylpropionamide hydrochloride). Run in CC(=O)N(C)C (dimethylacetamide). Reaction conditions: time 24 hour. The product is NC=1SC=C(N1)/C(/C(=O)N[C@H]1[C@H]2SCC(=C(N2C1=O)C(=O)O)CSC1=NC=NC=C1C1=CC(=C(C=C1)O)O)=N/OC(C)(C)C(NO)=O ((6R,7R)-7-[(Z)-2-(2-amino-4-thiazolyl)-2-[[1-(hydroxycarbamoyl)-1-methylethoxy]imino]acetamido]-3-[[[5-(3,4-dihydroxyphenyl)-4-pyrimidinyl]thio]methyl]-8-oxo-5-thia-1-azabicyclo[4.2.0]oct-2-ene-2-carboxylic acid). Isolated yield 68.3%. Reaction SMILES: [NH2:1][C:2]1[S:3][CH:4]=[C:5]([C:7](=O)[C:8]([NH:10][C@@H:11]2[C:18](=[O:19])[N:17]3[C@@H:12]2[S:13][CH2:14][C:15]([CH2:23][S:24][C:25]2[C:30]([C:31]4[CH:36]=[CH:35][C:34]([OH:37])=[C:33]([OH:38])[CH:32]=4)=[CH:29][N:28]=[CH:27][N:26]=2)=[C:16]3[C:20]([OH:22])=[O:21])=[O:9])[N:6]=1.Cl.[NH2:41][O:42][C:43]([CH3:49])([CH3:48])[C:44]([NH:46][OH:47])=[O:45]>CC(N(C)C)=O>[NH2:1][C:2]1[S:3][CH:4]=[C:5](/[C:7](=[N:41]/[O:42][C:43]([C:44](=[O:45])[NH:46][OH:47])([CH3:49])[CH3:48])/[C:8]([NH:10][C@@H:11]2[C:18](=[O:19])[N:17]3[C@@H:12]2[S:13][CH2:14][C:15]([CH2:23][S:24][C:25]2[C:30]([C:31]4[CH:36]=[CH:35][C:34]([OH:37])=[C:33]([OH:38])[CH:32]=4)=[CH:29][N:28]=[CH:27][N:26]=2)=[C:16]3[C:20]([OH:22])=[O:21])=[O:9])[N:6]=1 |f:1.2|. Procedure details: (6R,7R)-7-(2-Amino-4-thiazoleglyoxylamido)-3-[[[5-(3,4dihydroxyphenyl)-4-pyrimidinyl]thio]methyl]-8-oxo-5-thia-1-azabicyclo[4.2.0]oct-2-ene-2-carboxylic acid (90 mg) (0.15 mmol) and 34 mg (0.2 mmol) of 2-(aminooxy)-N-hydroxy-2-methylpropionamide hydrochloride are dissolved in 2 ml of absolute dimethylacetamide. After stirring at room temperature for 24 hours the mixture is concentrated in a high vacuum at room temperature and the residue is crystallized from ethanol/diethyl ether. It is filtered... Reactants: CCO, [Li+], CCOC(=O)c1cnn(-c2ccc(F)cc2)c1N, [OH-], O. Yields the product Nc1c(C(=O)O)cnn1-c1ccc(F)cc1. Reaction SMILES: [CH3:21][CH2:22][OH:23].[Li+:19].[NH2:1][c:2]1[c:3]([C:14](=[O:15])[O:16][CH2:17][CH3:18])[cH:4][n:5][n:6]1-[c:7]1[cH:8][cH:9][c:10]([F:13])[cH:11][cH:12]1.[OH-:20].[OH2:24]>>[NH2:1][c:2]1[c:3]([C:14](=[O:15])[OH:16])[cH:4][n:5][n:6]1-[c:7]1[cH:8][cH:9][c:10]([F:13])[cH:11][cH:12]1. The reactants are C1(CCCCCCCCCCCC1)=O (cyclotridecanone), aqueous solution, [OH-].[Na+] (NaOH), C1=CCCCCCCCCCC1 (cyclododecene), C(Br)(Br)Br (bromoform). Reagents/catalysts: [Br-].C[N+](C)(C)C (tetramethylammonium bromide). Run in O (water). Reaction conditions: time 2 hour. The product is BrC1(C2CC2CCCCCCCCC1)Br (2,2-dibromo-bicyclo[10.1.0]tridecane). Yield: 92.0%. Reaction SMILES: [C:1]1(=O)[CH2:13][CH2:12][CH2:11][CH2:10][CH2:9][CH2:8][CH2:7][CH2:6][CH2:5][CH2:4][CH2:3]C1.[OH-].[Na+].C1CCCCCCCCCCC=1.[CH:29]([Br:32])(Br)[Br:30]>[Br-].C[N+](C)(C)C.O>[Br:30][C:29]1([Br:32])[CH2:3][CH2:4][CH2:5][CH2:6][CH2:7][CH2:8][CH2:9][CH2:10][CH2:11][CH:12]2[CH:13]1[CH2:1]2 |f:1.2,5.6|. Procedure: cyclotridecanone: 200 ml of a 50 % aqueous solution of NaOH were added dropwise under vigorous stirring to a mixture of 132 g of cyclododecene (CHEMICAL SAMPLE Co - Columbus, Ohio - USA), 600 g of bromoform and 4 g of tetramethylammonium bromide. The mixture was then left at a temperature between 40° and 50° under stirring during 2 h, whereupon it was left at room temperature overnight and diluted with water. Finally the reaction mixture was extracted with 3 fractions of 300 ml each of ether. Th... Reactants: O (water), NC=1SC2=C(N1)C=CC(=C2)OC=2C=C(C=CC2)NC(C(F)(F)F)=O (N-{3-[(2-amino-1,3-benzothiazol-6-yl)oxy]phenyl}-2,2,2-trifluoroacetamide), N1=CC=CC=C1 (pyridine), C(C)(=O)Cl (acetyl chloride). The solvent is C(C)(=O)OCC (ethyl acetate), O1CCCC1 (tetrahydrofuran). Run at time 4 hour. Yields the product C(C)(=O)NC=1SC2=C(N1)C=CC(=C2)OC=2C=C(C=CC2)NC(C(F)(F)F)=O (N-(3-{[2-(acetylamino)-1,3-benzothiazol-6-yl]oxy}phenyl)-2,2,2-trifluoroacetamide). Isolated yield 94.7%. Reaction SMILES: [NH2:1][C:2]1[S:3][C:4]2[CH:10]=[C:9]([O:11][C:12]3[CH:13]=[C:14]([NH:18][C:19](=[O:24])[C:20]([F:23])([F:22])[F:21])[CH:15]=[CH:16][CH:17]=3)[CH:8]=[CH:7][C:5]=2[N:6]=1.N1C=CC=CC=1.[C:31](Cl)(=[O:33])[CH3:32].O>O1CCCC1.C(OCC)(=O)C>[C:31]([NH:1][C:2]1[S:3][C:4]2[CH:10]=[C:9]([O:11][C:12]3[CH:13]=[C:14]([NH:18][C:19](=[O:24])[C:20]([F:23])([F:21])[F:22])[CH:15]=[CH:16][CH:17]=3)[CH:8]=[CH:7][C:5]=2[N:6]=1)(=[O:33])[CH3:32]. Procedure details: To a solution of N-{3-[(2-amino-1,3-benzothiazol-6-yl)oxy]phenyl}-2,2,2-trifluoroacetamide (10.0 g, 28.3 mmol) and pyridine (3.36 g, 42.5 mmol) in tetrahydrofuran (150 mL) was added acetyl chloride (2.44 g, 31.1 mmol), and the mixture was stirred at room temperature for 4 hr. To the reaction mixture were added water (300 mL) and ethyl acetate (500 mL), and the mixture was stirred for 30 min and extracted with ethyl acetate. The organic layer was dried over anhydrous magnesium sulfate, the solven...